From a dataset of the Open Reaction Database (ORD), a public repository of structured organic reaction records. describe an organic reaction: reactants, conditions, products, and yield Reactants: FC1=CC=C(C=C1)NC(C1CCNCC1)C1=CC=C(C=C1)F (N,α-bis(4-fluorophenyl)-4-piperidinemethanamine), CN=C=O (methyl isocyanate). The solvent is C(Cl)Cl (CH2Cl2). Conditions: time 8 hour. The product is FC1=CC=C(C=C1)C(C1CCN(CC1)C(=O)NC)NC1=CC=C(C=C1)F (4-[(4-Fluorophenyl)[(4-fluorophenyl)amino]methyl]-N-methyl-1-piperidinecarboxamide). Yield: 68.6%. As a reaction SMILES: [F:1][C:2]1[CH:7]=[CH:6][C:5]([NH:8][CH:9]([C:16]2[CH:21]=[CH:20][C:19]([F:22])=[CH:18][CH:17]=2)[CH:10]2[CH2:15][CH2:14][NH:13][CH2:12][CH2:11]2)=[CH:4][CH:3]=1.[CH3:23][N:24]=[C:25]=[O:26]>C(Cl)Cl>[F:22][C:19]1[CH:18]=[CH:17][C:16]([CH:9]([NH:8][C:5]2[CH:4]=[CH:3][C:2]([F:1])=[CH:7][CH:6]=2)[CH:10]2[CH2:15][CH2:14][N:13]([C:25]([NH:24][CH3:23])=[O:26])[CH2:12][CH2:11]2)=[CH:21][CH:20]=1. Procedure details: A mixture of 1.91 g (6.25 mmol) of the N,α-bis(4-fluorophenyl)-4-piperidinemethanamine and 0.45 g (7.9 mmol) of methyl isocyanate in 300 mL of CH2Cl2 was stirred at room temperature overnight. The solvent was removed in vacuo, and the residue was subjected to flash column chromatography (silica gel, gradiently eluted with 1 to 4% CH3OH in CH2Cl2) to give 1.54 g (68.6%) of white solid, mp 86°-90° C. Product: Clc1cc(Cl)nc(N2CCCC2)n1. Reactants: C1CCNC1, Clc1cc(Cl)nc(Cl)n1, C1CCOC1. Reaction SMILES: [CH2:1]1[CH2:2][CH2:3][NH:4][CH2:5]1.[Cl:6][c:7]1[n:8][c:9]([Cl:14])[cH:10][c:11]([Cl:13])[n:12]1.[O:15]1[CH2:16][CH2:17][CH2:18][CH2:19]1>>[CH2:1]1[CH2:2][CH2:3][N:4]([c:7]2[n:8][c:9]([Cl:14])[cH:10][c:11]([Cl:13])[n:12]2)[CH2:5]1. The reactants are ClC(Cl)(Cl)Cl, [Li]CCCC, c1ccn2nc(-c3ccnc(NC4CCCC4)n3)c(-c3ccnc(NC4CCCC4)n3)c2c1, C1CCOC1. The product is Clc1cccc2c(-c3ccnc(NC4CCCC4)n3)c(-c3ccnc(NC4CCCC4)n3)nn12. Reaction SMILES: [C:39]([Cl:40])([Cl:41])([Cl:42])[Cl:43].[CH2:34]([Li:35])[CH2:36][CH2:37][CH3:38].[CH:1]1([NH:6][c:7]2[n:8][cH:9][cH:10][c:11](-[c:13]3[c:14](-[c:22]4[n:23][c:24]([NH:28][CH:29]5[CH2:30][CH2:31][CH2:32][CH2:33]5)[n:25][cH:26][cH:27]4)[n:15][n:16]4[c:17]3[cH:18][cH:19][cH:20][cH:21]4)[n:12]2)[CH2:2][CH2:3][CH2:4][CH2:5]1.[O:44]1[CH2:45][CH2:46][CH2:47][CH2:48]1>>[CH:1]1([NH:6][c:7]2[n:8][cH:9][cH:10][c:11](-[c:13]3[c:14](-[c:22]4[n:23][c:24]([NH:28][CH:29]5[CH2:30][CH2:31][CH2:32][CH2:33]5)[n:25][cH:26][cH:27]4)[n:15][n:16]4[c:17]3[cH:18][cH:19][cH:20][c:21]4[Cl:40])[n:12]2)[CH2:2][CH2:3][CH2:4][CH2:5]1. The reactants are C(C)(=O)O[BH-](OC(C)=O)OC(C)=O.[Na+] (sodium triacetoxyborohydride), N1CCC(CC1)C(=O)OCC (ethyl 4-piperidinecarboxylate), CC(=O)O (AcOH), ClC=1C=C(C=CC1OC(C)C)C1=NC(=NS1)C=1C(=C(C=CC1)CC=O)C ([3-(5-{3-chloro-4-[(1-methylethyl)oxy]phenyl}-1,2,4-thiadiazol-3-yl)-2-methylphenyl]acetaldehyde), [OH-].[Na+] (sodium hydroxide), Cl (HCl). Solvent: ClCCl (Dichloromethane). Reaction conditions: time 10 minute. Yields the product ClC=1C=C(C=CC1OC(C)C)C1=NC(=NS1)C=1C(=C(C=CC1)CCN1CCC(CC1)C(=O)O)C (1-{2-[3-(5-{3-chloro-4-[(1-methylethyl)oxy]phenyl}-1,2,4-thiadiazol-3-yl)-2-methylphenyl]ethyl}-4-piperidinecarboxylic acid). Isolated yield 22.6%. RXN SMILES: [Cl:1][C:2]1[CH:3]=[C:4]([C:12]2[S:16][N:15]=[C:14]([C:17]3[C:18]([CH3:26])=[C:19]([CH2:23][CH:24]=O)[CH:20]=[CH:21][CH:22]=3)[N:13]=2)[CH:5]=[CH:6][C:7]=1[O:8][CH:9]([CH3:11])[CH3:10].[NH:27]1[CH2:32][CH2:31][CH:30]([C:33]([O:35]CC)=[O:34])[CH2:29][CH2:28]1.CC(O)=O.C(O[BH-](OC(=O)C)OC(=O)C)(=O)C.[Na+].[OH-].[Na+].Cl>ClCCl>[Cl:1][C:2]1[CH:3]=[C:4]([C:12]2[S:16][N:15]=[C:14]([C:17]3[C:18]([CH3:26])=[C:19]([CH2:23][CH2:24][N:27]4[CH2:28][CH2:29][CH:30]([C:33]([OH:35])=[O:34])[CH2:31][CH2:32]4)[CH:20]=[CH:21][CH:22]=3)[N:13]=2)[CH:5]=[CH:6][C:7]=1[O:8][CH:9]([CH3:11])[CH3:10] |f:3.4,5.6|. Reported procedure: To a solution of [3-(5-{3-chloro-4-[(1-methylethyl)oxy]phenyl}-1,2,4-thiadiazol-3-yl)-2-methylphenyl]acetaldehyde (D106) (120 mg, 0.310 mmol) in Dichloromethane (DCM) (20 mL) stirred at room temperature was added ethyl 4-piperidinecarboxylate (195 mg, 1.241 mmol) and AcOH (0.15 mL, 2.62 mmol). The reaction mixture was stirred at room temperature for 10 min, and sodium triacetoxyborohydride (131 mg, 0.620 mmol) was added. The reaction mixture was continuously stirred overnight. The reaction was q... Starting materials: CC1=CC=C(C=C1)S(=O)(=O)N1C=C(C=C1C1=CC=CC=C1)C=O (1-[(4-methylphenyl)sulfonyl]-5-phenyl-1H-pyrrole-3-carbaldehyde), [Cl-].C[NH3+] (methylammonium chloride), C(#N)[BH3-].[Na+] (sodium cyanoborohydride), C(O)([O-])=O.[Na+] (sodium hydrogen carbonate). The solvent is CO (methanol). Yields the product CNCC1=CN(C(=C1)C1=CC=CC=C1)S(=O)(=O)C1=CC=C(C=C1)C (N-Methyl-1-{1-[(4-methylphenyl)sulfonyl]-5-phenyl-1H-pyrrol-3-yl}methanamine). Yield: 7.2%. Reaction conditions: time 1 hour. RXN SMILES: [CH3:1][C:2]1[CH:7]=[CH:6][C:5]([S:8]([N:11]2[C:15]([C:16]3[CH:21]=[CH:20][CH:19]=[CH:18][CH:17]=3)=[CH:14][C:13]([CH:22]=O)=[CH:12]2)(=[O:10])=[O:9])=[CH:4][CH:3]=1.[Cl-].C[NH3+].[C:27]([BH3-])#[N:28].[Na+].C(=O)([O-])O.[Na+]>CO>[CH3:27][NH:28][CH2:22][C:13]1[CH:14]=[C:15]([C:16]2[CH:17]=[CH:18][CH:19]=[CH:20][CH:21]=2)[N:11]([S:8]([C:5]2[CH:4]=[CH:3][C:2]([CH3:1])=[CH:7][CH:6]=2)(=[O:10])=[O:9])[CH:12]=1 |f:1.2,3.4,5.6|. Reported procedure: To a solution (10 mL) of 1-[(4-methylphenyl)sulfonyl]-5-phenyl-1H-pyrrole-3-carbaldehyde (200 mg) in methanol were added methylammonium chloride (207 mg) and sodium cyanoborohydride (39 mg), and the mixture was stirred at room temperature for 1 hr. Saturated aqueous sodium hydrogen carbonate was added to the reaction mixture, and the mixture was extracted with ethyl acetate. The extract was washed with saturated brine, dried over anhydrous sodium sulfate, and concentrated under reduced pressure.... Reactants: BrC1=CC2=C(C=3C(N(C(C3C=C2)=O)C)O)C=C1 (7-Bromo-1-hydroxy-2-methyl-1,2-dihydro-3H-benzo[e]isoindol-3-one). Reagents/catalysts: [Zn] (zinc). Run in C(C)(=O)O (acetic acid). Reaction conditions: temperature 100 celsius. Product: BrC1=CC2=C(C=3CN(C(C3C=C2)=O)C)C=C1 (7-bromo-2-methyl-1,2-dihydro-3H-benzo[e]isoindol-3-one). Yield: 86.3%. RXN SMILES: [Br:1][C:2]1[CH:17]=[CH:16][C:5]2[C:6]3[CH:7](O)[N:8]([CH3:14])[C:9](=[O:13])[C:10]=3[CH:11]=[CH:12][C:4]=2[CH:3]=1>C(O)(=O)C.[Zn]>[Br:1][C:2]1[CH:17]=[CH:16][C:5]2[C:6]3[CH2:7][N:8]([CH3:14])[C:9](=[O:13])[C:10]=3[CH:11]=[CH:12][C:4]=2[CH:3]=1. Reported procedure: 7-Bromo-1-hydroxy-2-methyl-1,2-dihydro-3H-benzo[e]isoindol-3-one (1.03 g) was dissolved in acetic acid (25 ml) and zinc (3.0 g) was added. The mixture was stirred with heating at 100° C. for 3 hrs. The reaction mixture was filtered through celite and the filtrate was concentrated. The obtained residue was diluted with saturated aqueous sodium hydrogen carbonate and extracted with ethyl acetate. The extracted layer was dried over anhydrous magnesium sulfate and concentrated. The residue was purif... The reactants are C(C1=CC=CC=C1)OC(=O)N(C12CCC(CC1)(CC2)C(=O)ON2N=NC1=C2C=CC=C1)CC(=O)N1[C@@H](C[C@@H](C1)F)C#N ((2S,4S)-1-[[N-benzyloxycarbonyl-N-[4-(benzotriazol-1-yl)oxycarbonylbicyclo[2.2.2]oct-1-yl]amino]acetyl]-4-fluoropyrrolidine-2-carbonitrile), Cl.FCCN (2-fluoroethylamine hydrochloride). The product is C(C1=CC=CC=C1)OC(=O)N(C12CCC(CC1)(CC2)C(=O)NCCF)CC(=O)N2[C@@H](C[C@@H](C2)F)C#N ((2S,4S)-1-[[N-benzyloxycarbonyl-N-[4-(N-2-fluoroethylamino)carbonylbicyclo[2.2.2]oct-1-yl]amino]acetyl]-4-fluoropyrrolidine-2-carbonitrile). Yield: 77.5%. As a reaction SMILES: [CH2:1]([O:8][C:9]([N:11]([CH2:32][C:33]([N:35]1[CH2:39][C@@H:38]([F:40])[CH2:37][C@H:36]1[C:41]#[N:42])=[O:34])[C:12]12[CH2:19][CH2:18][C:15]([C:20](ON3C4C=CC=CC=4N=N3)=[O:21])([CH2:16][CH2:17]1)[CH2:14][CH2:13]2)=[O:10])[C:2]1[CH:7]=[CH:6][CH:5]=[CH:4][CH:3]=1.Cl.[F:44][CH2:45][CH2:46][NH2:47]>>[CH2:1]([O:8][C:9]([N:11]([CH2:32][C:33]([N:35]1[CH2:39][C@@H:38]([F:40])[CH2:37][C@H:36]1[C:41]#[N:42])=[O:34])[C:12]12[CH2:17][CH2:16][C:15]([C:20]([NH:47][CH2:46][CH2:45][F:44])=[O:21])([CH2:18][CH2:19]1)[CH2:14][CH2:13]2)=[O:10])[C:2]1[CH:3]=[CH:4][CH:5]=[CH:6][CH:7]=1 |f:1.2|. Reported procedure: In a similar manner to Example 13, (2S,4S)-1-[[N-benzyloxycarbonyl-N-[4-(benzotriazol-1-yl)oxycarbonylbicyclo[2.2.2]oct-1-yl]amino]acetyl]-4-fluoropyrrolidine-2-carbonitrile (50.0 mg) and 2-fluoroethylamine hydrochloride (11.2 mg) were used to obtain (2S,4S)-1-[[N-benzyloxycarbonyl-N-[4-(N-2-fluoroethylamino)carbonylbicyclo[2.2.2]oct-1-yl]amino]acetyl]-4-fluoropyrrolidine-2-carbonitrile (33.9 mg).